describe an organic reaction: reactants, conditions, products, and yield From a dataset of the Open Reaction Database (ORD), a public repository of structured organic reaction records. The reactants are C=1C=CC2=C(C1)N=NN2O (HOBt), C1(CC1)N(S(=O)(=O)C1=C(C=C(C=C1C)OC)C)CC=1OC=C(N1)C(=O)O (2-({cyclopropyl[(4-methoxy-2,6-dimethylphenyl)sulfonyl]amino}methyl)-1,3-oxazole-4-carboxylic acid), CCN=C=NCCCN(C)C (EDCI), Cl (HCl), N1C(=NCC1)C1=CC=C(C=C1)CCNC (2-[4-(4,5-dihydro-1H-imidazol-2-yl)phenyl]-N-methylethanamine), CCN(C(C)C)C(C)C (DIPEA). Solvent: CN(C)C=O (DMF). Product: C1(CC1)N(S(=O)(=O)C1=C(C=C(C=C1C)OC)C)CC=1OC=C(N1)C(=O)N(C)CCC1=CC=C(C=C1)C=1NCCN1 (2-({Cyclopropyl[(4-methoxy-2,6-dimethylphenyl)sulfonyl]amino}methyl)-N-{2-[4-(4,5-dihydro-1H-imidazol-2-yl)phenyl]ethyl}-N-methyl-1,3-oxazole-4-carboxamide). RXN SMILES: [CH:1]1([N:4]([CH2:18][C:19]2[O:20][CH:21]=[C:22]([C:24](O)=[O:25])[N:23]=2)[S:5]([C:8]2[C:13]([CH3:14])=[CH:12][C:11]([O:15][CH3:16])=[CH:10][C:9]=2[CH3:17])(=[O:7])=[O:6])[CH2:3][CH2:2]1.Cl.[NH:28]1[CH2:32][CH2:31][N:30]=[C:29]1[C:33]1[CH:38]=[CH:37][C:36]([CH2:39][CH2:40][NH:41][CH3:42])=[CH:35][CH:34]=1.CCN=C=NCCCN(C)C.C1C=CC2N(O)N=NC=2C=1.CCN(C(C)C)C(C)C>CN(C=O)C>[CH:1]1([N:4]([CH2:18][C:19]2[O:20][CH:21]=[C:22]([C:24]([N:41]([CH2:40][CH2:39][C:36]3[CH:35]=[CH:34][C:33]([C:29]4[NH:30][CH2:31][CH2:32][N:28]=4)=[CH:38][CH:37]=3)[CH3:42])=[O:25])[N:23]=2)[S:5]([C:8]2[C:9]([CH3:17])=[CH:10][C:11]([O:15][CH3:16])=[CH:12][C:13]=2[CH3:14])(=[O:7])=[O:6])[CH2:3][CH2:2]1. Reported procedure: The title compound was prepared according to general procedure AH using 2-({cyclopropyl[(4-methoxy-2,6-dimethylphenyl)sulfonyl]amino}methyl)-1,3-oxazole-4-carboxylic acid (100 mg, 0.26 mmol), the bis HCl salt of 2-[4-(4,5-dihydro-1H-imidazol-2-yl)phenyl]-N-methylethanamine (65 mg, 0.23 mmol), EDCI (60 mg, 0.31 mmol), HOBt (42 mg, 0.31 mmol) and DIPEA (0.2 mL, 1.04 mmol) in DMF (8 mL). The reactants are CCO, Sc1ccc(Cl)cc1, Cl, [Na+], [OH-], ClCc1ccccn1. Yields the product Clc1ccc(SCc2ccccn2)cc1, Cl. As a reaction SMILES: [CH3:20][CH2:21][OH:22].[Cl:1][c:2]1[cH:3][cH:4][c:5]([SH:8])[cH:6][cH:7]1.[ClH:19].[Na+:10].[OH-:9].[c:11]1([CH2:17][Cl:18])[cH:12][cH:13][cH:14][cH:15][n:16]1>>[Cl:1][c:2]1[cH:3][cH:4][c:5]([S:8][CH2:17][c:11]2[cH:12][cH:13][cH:14][cH:15][n:16]2)[cH:6][cH:7]1.[ClH:18]. Reactants: C(C)S (ethanethiol), COC1=CC=C(C=C1)S(=O)(=O)N(CC(=O)OCC)CC(C)C (Ethyl 2-[[4-methoxybenzenesulfonyl](isobutyl)amino]acetate), [Cl-].[Cl-].[Cl-].[Al+3] (Aluminum trichloride). Solvent: C(Cl)Cl (methylene chloride), C(Cl)Cl (methylene chloride). Reaction conditions: time 3.5 hour. Yields the product OC1=CC=C(C=C1)S(=O)(=O)N(CC(=O)OCC)CC(C)C (ethyl 2-[[4-hydroxybenzenesulfonyl](isobutyl)amino]acetate). Reaction SMILES: C(S)C.[Cl-].[Cl-].[Cl-].[Al+3].C[O:9][C:10]1[CH:15]=[CH:14][C:13]([S:16]([N:19]([CH2:26][CH:27]([CH3:29])[CH3:28])[CH2:20][C:21]([O:23][CH2:24][CH3:25])=[O:22])(=[O:18])=[O:17])=[CH:12][CH:11]=1>C(Cl)Cl>[OH:9][C:10]1[CH:15]=[CH:14][C:13]([S:16]([N:19]([CH2:26][CH:27]([CH3:28])[CH3:29])[CH2:20][C:21]([O:23][CH2:24][CH3:25])=[O:22])(=[O:18])=[O:17])=[CH:12][CH:11]=1 |f:1.2.3.4|. Procedure details: A solution of ethanethiol (15 mL) and methylene chloride (15 mL) is cooled to 0° C. Aluminum trichloride (9.62 g, 72.2 mmol) is added (the solution turns green), and the reaction is warmed to room temperature. Ethyl 2-[[4-methoxybenzenesulfonyl](isobutyl)amino]acetate (4.75 g, 14.44 mmol) is added in methylene chloride (5 mL), and the reaction is stirred for 3.5 hours at room temperature. The reaction is then slowly quenched with water, and the crude reaction is partitioned between water and met... Starting materials: C(C)OC(=O)C1=CC(C2=C(C3=C1N(C=CC3=O)C#CC)C=C(O2)C)=O (7,10-dihydro-4,10-dioxo-2-methyl-7-propynyl-4H-furo[3', 2': 3,4]cyclohepta[1,2-b]pyridine-6-carboxylic acid ethyl ester). Run in Cl (hydrochloric acid). Product: O=C1C2=C(C3=C(NC=CC3=O)C(=C1)C(=O)O)C=C(O2)C (7,10-Dihydro-4,10-dioxo-2-methyl-4H-furo[3',2': 3,4]cyclohepta[1,2-b]pyridine-6-carboxylic Acid). Reaction SMILES: C([O:3][C:4]([C:6]1[C:12]2[N:13](C#CC)[CH:14]=[CH:15][C:16](=[O:17])[C:11]=2[C:10]2[CH:21]=[C:22]([CH3:24])[O:23][C:9]=2[C:8](=[O:25])[CH:7]=1)=[O:5])C>Cl>[O:25]=[C:8]1[CH:7]=[C:6]([C:4]([OH:5])=[O:3])[C:12]2[NH:13][CH:14]=[CH:15][C:16](=[O:17])[C:11]=2[C:10]2[CH:21]=[C:22]([CH3:24])[O:23][C:9]1=2. Reported procedure: A mixture of 7,10-dihydro-4,10-dioxo-2-methyl-7-propynyl-4H-furo[3', 2': 3,4]cyclohepta[1,2-b]pyridine-6-carboxylic acid ethyl ester (2.0 g, described in Example 24) and 19% hydrochloric acid (60 ml) is refluxed for 45 minutes and cooled to room temperature. The precipitate of the title compound is collected, washed with acetone and crystallized from pyridine to obtain crystals of the pyridine salt of the title compound, mp 292°-295° C. The reactants are COc1ccc(C(=O)c2sc(C(C)C)cc2OC2OC(COC(C)=O)C(OC(C)=O)C(OC(C)=O)C2OC(C)=O)cc1, [BH3-]C#N, C[Si](C)(C)Cl, CC#N, [Na+]. Yields the product COc1ccc(Cc2sc(C(C)C)cc2OC2OC(COC(C)=O)C(OC(C)=O)C(OC(C)=O)C2OC(C)=O)cc1. As a reaction SMILES: [C:1]([CH3:2])(=[O:3])[O:4][CH:5]1[CH:6]([O:24][c:25]2[c:26]([C:33]([c:34]3[cH:35][cH:36][c:37]([O:40][CH3:41])[cH:38][cH:39]3)=[O:42])[s:27][c:28]([CH:30]([CH3:31])[CH3:32])[cH:29]2)[O:7][CH:8]([CH2:19][O:20][C:21]([CH3:22])=[O:23])[CH:9]([O:15][C:16]([CH3:17])=[O:18])[CH:10]1[O:11][C:12]([CH3:13])=[O:14].[C:48]([BH3-:49])#[N:50].[CH3:43][Si:44]([CH3:45])([CH3:46])[Cl:47].[CH3:52][C:53]#[N:54].[Na+:51]>>[C:1]([CH3:2])(=[O:3])[O:4][CH:5]1[CH:6]([O:24][c:25]2[c:26]([CH2:33][c:34]3[cH:35][cH:36][c:37]([O:40][CH3:41])[cH:38][cH:39]3)[s:27][c:28]([CH:30]([CH3:31])[CH3:32])[cH:29]2)[O:7][CH:8]([CH2:19][O:20][C:21]([CH3:22])=[O:23])[CH:9]([O:15][C:16]([CH3:17])=[O:18])[CH:10]1[O:11][C:12]([CH3:13])=[O:14]. Starting materials: [Al+3], COC(=O)c1ccc(SCCCCl)cc1, [H-], [H-], [H-], [H-], [Li+], C1CCOC1, O. Yields the product OCc1ccc(SCCCCl)cc1. Reaction SMILES: [Al+3:2].[Cl:7][CH2:8][CH2:9][CH2:10][S:11][c:12]1[cH:13][cH:14][c:15]([C:16](=[O:17])[O:18][CH3:19])[cH:20][cH:21]1.[H-:1].[H-:4].[H-:5].[H-:6].[Li+:3].[O:23]1[CH2:24][CH2:25][CH2:26][CH2:27]1.[OH2:22]>>[Cl:7][CH2:8][CH2:9][CH2:10][S:11][c:12]1[cH:13][cH:14][c:15]([CH2:16][OH:17])[cH:20][cH:21]1. The product is IC1=NC=NC(=C1NC)I (4,6-diiodo-N-methylpyrimidin-5-amine). Reactants: IC1=NC=NC(=C1N)I (4,6-diiodopyrimidin-5-amine), [H-].[Na+] (sodium hydride), CS(=O)(=O)OC (methyl methanesulfonate), C(C)(=O)OCC (ethyl acetate). Solvent: O1CCCC1 (tetrahydrofuran), O1CCCC1 (tetrahydrofuran). Run at time 30 minute. RXN SMILES: [I:1][C:2]1[C:7]([NH2:8])=[C:6]([I:9])[N:5]=[CH:4][N:3]=1.[H-].[Na+].[CH3:12]S(OC)(=O)=O.C(OCC)(=O)C>O1CCCC1>[I:1][C:2]1[C:7]([NH:8][CH3:12])=[C:6]([I:9])[N:5]=[CH:4][N:3]=1 |f:1.2|. Reported procedure: To a solution of 4,6-diiodopyrimidin-5-amine (1.0 g) in tetrahydrofuran (10 mL) was added sodium hydride (60%, 138 mg) under ice-cooling. The mixture was stirred at room temperature for 30 min. To the reaction system was added dropwise a solution of methyl methanesulfonate (0.256 mL) in tetrahydrofuran (4.0 mL). The mixture was stirred at room temperature for 3 hrs and ethyl acetate was added. The mixture washed with water and saturated brine and dried over magnesium sulfate. After concentration...